This data is from the Open Reaction Database (ORD), a public repository of structured organic reaction records. The task is: describe an organic reaction: reactants, conditions, products, and yield Procedure details: Conc. sulfuric acid was added to a mixture of 2-amino-4,5,3',4'-tetramethoxybenzophenone, ethyl acetoacetate and acetic acid. The mixture was treated according to the same manner as in Reference Example 1 to give ethyl 4-(3,4-dimethoxyphenyl)-6,7-dimethoxy-2-methylquinoline-3-carboxylate (83%). This compound was recrystallized from ethanol. Colorless prisms, mp. 147°-148° C. RXN SMILES: S(=O)(=O)(O)O.[NH2:6][C:7]1[CH:24]=[C:23]([O:25][CH3:26])[C:22]([O:27][CH3:28])=[CH:21][C:8]=1[C:9]([C:11]1[CH:16]=[CH:15][C:14]([O:17][CH3:18])=[C:13]([O:19][CH3:20])[CH:12]=1)=O.[C:29]([O:35][CH2:36][CH3:37])(=[O:34])[CH2:30][C:31]([CH3:33])=O>C(O)(=O)C>[CH3:20][O:19][C:13]1[CH:12]=[C:11]([C:9]2[C:8]3[C:7](=[CH:24][C:23]([O:25][CH3:26])=[C:22]([O:27][CH3:28])[CH:21]=3)[N:6]=[C:31]([CH3:33])[C:30]=2[C:29]([O:35][CH2:36][CH3:37])=[O:34])[CH:16]=[CH:15][C:14]=1[O:17][CH3:18]. Yield: 83.0%. Solvent: C(C)(=O)O (acetic acid). The reactants are S(O)(O)(=O)=O (sulfuric acid), NC1=C(C(=O)C2=CC(=C(C=C2)OC)OC)C=C(C(=C1)OC)OC (2-amino-4,5,3',4'-tetramethoxybenzophenone), C(CC(=O)C)(=O)OCC (ethyl acetoacetate). Yields the product COC=1C=C(C=CC1OC)C1=C(C(=NC2=CC(=C(C=C12)OC)OC)C)C(=O)OCC (ethyl 4-(3,4-dimethoxyphenyl)-6,7-dimethoxy-2-methylquinoline-3-carboxylate). Starting materials: C(C)OC(CN1C([C@H](C[C@H]1CC1=CC=CC=C1)CCC1=NC2=NC=CC=C2C=C1)=O)=O ([5(S)-benzyl-3(S)-(2-[1,8]naphthyridin-2-yl-ethyl)-2-oxo-pyrrolidin-1-yl]-acetic acid ethyl ester), [H][H] (hydrogen). The reagents and catalysts are [Pd].[C] (Pd carbon). The solvent is CCO (EtOH). Product: C(C)OC(CN1C([C@H](C[C@H]1CC1=CC=CC=C1)CCC1=NC=2NCCCC2C=C1)=O)=O ({5(S)-benzyl-2-oxo-3(S)-[2-(5,6,7,8-tetrahydro-[1,8]naphthyridin-2-yl)-ethyl]-pyrrolidin-1-yl}-acetic acid ethyl ester). Reaction SMILES: [CH2:1]([O:3][C:4](=[O:31])[CH2:5][N:6]1[C@H:10]([CH2:11][C:12]2[CH:17]=[CH:16][CH:15]=[CH:14][CH:13]=2)[CH2:9][C@H:8]([CH2:18][CH2:19][C:20]2[CH:29]=[CH:28][C:27]3[C:22](=[N:23][CH:24]=[CH:25][CH:26]=3)[N:21]=2)[C:7]1=[O:30])[CH3:2].[H][H]>CCO.[Pd].[C]>[CH2:1]([O:3][C:4](=[O:31])[CH2:5][N:6]1[C@H:10]([CH2:11][C:12]2[CH:17]=[CH:16][CH:15]=[CH:14][CH:13]=2)[CH2:9][C@H:8]([CH2:18][CH2:19][C:20]2[CH:29]=[CH:28][C:27]3[CH2:26][CH2:25][CH2:24][NH:23][C:22]=3[N:21]=2)[C:7]1=[O:30])[CH3:2] |f:3.4|. Reported procedure: A mixture of 12-6 (220 mg, 0.5270 mmol) and 10% Pd/carbon (100 mg) in EtOH (4 mL) was stirred under a balloon of hydrogen for 2 h. Following filtration and evaporative removal of the solvent, the residue was chromatographed (silica gel, 70:25:5 chloroform/ethyl acetate/MeOH to give 12-7 as a colorless oil. Reactants: [BH4-], O=C([O-])[O-], CCO, CCCCC(=O)CCCCCC(C)(C)C(=O)O, Cl, [Na+], [Na+], [Na+], O. The product is CCCCC(O)CCCCCC(C)(C)C(=O)O. Reaction SMILES: [BH4-:1].[C:20](=[O:21])([O-:22])[O-:23].[CH3:27][CH2:28][OH:29].[CH3:3][C:4]([C:5](=[O:6])[OH:7])([CH2:8][CH2:9][CH2:10][CH2:11][CH2:12][C:13]([CH2:14][CH2:15][CH2:16][CH3:17])=[O:18])[CH3:19].[ClH:26].[Na+:24].[Na+:25].[Na+:2].[OH2:30]>>[CH3:3][C:4]([C:5](=[O:6])[OH:7])([CH2:8][CH2:9][CH2:10][CH2:11][CH2:12][CH:13]([CH2:14][CH2:15][CH2:16][CH3:17])[OH:18])[CH3:19]. Product: ClC1=CC=C(CC(=O)C=2C(OC3=CC=CC=C3C2)=O)C=C1 (3-(4-chlorobenzylcarbonyl)-2H-chromen-2-one). Procedure details: Additional preferred compounds according to the second embodiment of compounds according to Formula IA include: 3-(4-methoxybenzylcarbonyl)-2H-chromen-2-one; 3-(4-methoxybenzylcarbonyl)-5,7-dimethoxy-2H-chromen-2-one; 3-(4-methoxybenzylcarbonyl)-6,8-dinitro-2H-chromen-2-one; 3-(4-methoxybenzylcarbonyl)-6-bromo-2H-chromen-2-one; 3-(4-methoxybenzylcarbonyl)-6-chloro-2H-chromen-2-one; 3-(4-methoxybenzylcarbonyl)-7-methoxy-2H-chromen-2-one; 3-(4-methoxybenzylcarbon-yl)-7-hydroxy-2H-chromen-2-one; mi... As a reaction SMILES: CO[C:3]1[CH:22]=[CH:21][C:6]([CH2:7][C:8]([C:10]2[C:11](=[O:20])[O:12][C:13]3[C:18]([CH:19]=2)=[CH:17][CH:16]=[CH:15][CH:14]=3)=[O:9])=[CH:5][CH:4]=1.COC1C=CC(CC(C2C(=O)OC3C(C=2)=C(OC)C=C(OC)C=3)=O)=CC=1.COC1C=CC(CC(C2C(=O)OC3C(C=2)=CC([N+]([O-])=O)=CC=3[N+]([O-])=O)=O)=CC=1.COC1C=CC(CC(C2C(=O)OC3C(C=2)=CC(Br)=CC=3)=O)=CC=1.COC1C=CC(CC(C2C(=O)OC3C(C=2)=CC([Cl:119])=CC=3)=O)=CC=1.COC1C=CC(CC(C2C(=O)OC3C(C=2)=CC=C(OC)C=3)=O)=CC=1.COC1C=CC(CC(C2C(=O)OC3C(C=2)=CC=C(O)C=3)=O)=CC=1>>[Cl:119][C:3]1[CH:22]=[CH:21][C:6]([CH2:7][C:8]([C:10]2[C:11](=[O:20])[O:12][C:13]3[C:18]([CH:19]=2)=[CH:17][CH:16]=[CH:15][CH:14]=3)=[O:9])=[CH:5][CH:4]=1. Starting materials: COC1=CC=C(CC(=O)C=2C(OC3=CC=C(C=C3C2)Cl)=O)C=C1 (3-(4-methoxybenzylcarbonyl)-6-chloro-2H-chromen-2-one), COC1=CC=C(CC(=O)C=2C(OC3=CC=CC=C3C2)=O)C=C1 (3-(4-methoxybenzylcarbonyl)-2H-chromen-2-one), COC1=CC=C(CC(=O)C=2C(OC3=CC=C(C=C3C2)Br)=O)C=C1 (3-(4-methoxybenzylcarbonyl)-6-bromo-2H-chromen-2-one), COC1=CC=C(CC(=O)C=2C(OC3=CC(=CC=C3C2)O)=O)C=C1 (3-(4-methoxybenzylcarbon-yl)-7-hydroxy-2H-chromen-2-one), COC1=CC=C(CC(=O)C=2C(OC3=CC(=CC(=C3C2)OC)OC)=O)C=C1 (3-(4-methoxybenzylcarbonyl)-5,7-dimethoxy-2H-chromen-2-one), COC1=CC=C(CC(=O)C=2C(OC3=C(C=C(C=C3C2)[N+](=O)[O-])[N+](=O)[O-])=O)C=C1 (3-(4-methoxybenzylcarbonyl)-6,8-dinitro-2H-chromen-2-one), COC1=CC=C(CC(=O)C=2C(OC3=CC(=CC=C3C2)OC)=O)C=C1 (3-(4-methoxybenzylcarbonyl)-7-methoxy-2H-chromen-2-one).